This data is from the Open Reaction Database (ORD), a public repository of structured organic reaction records. The task is: describe an organic reaction: reactants, conditions, products, and yield Reactants: Clc1ccc2nc(Cl)sc2c1, Nc1cc(Cl)c(O)c(Cl)c1. Product: Nc1cc(Cl)c(Oc2nc3ccc(Cl)cc3s2)c(Cl)c1. As a reaction SMILES: [Cl:1][c:2]1[s:3][c:4]2[c:5]([n:6]1)[cH:7][cH:8][c:9]([Cl:11])[cH:10]2.[NH2:12][c:13]1[cH:14][c:15]([Cl:21])[c:16]([OH:20])[c:17]([Cl:19])[cH:18]1>>[c:2]1([O:20][c:16]2[c:15]([Cl:21])[cH:14][c:13]([NH2:12])[cH:18][c:17]2[Cl:19])[s:3][c:4]2[c:5]([n:6]1)[cH:7][cH:8][c:9]([Cl:11])[cH:10]2. Procedure: A mixture of 329 g of phenol, 484 g of dry potassium carbonate, 756 g of 1,4-dibromobutane and 1,000 ml of cyclopentanone was refluxed for 24 hours, while stirring. The solid constituents were filtered off and the filtrate was then concentrated under reduced pressure; the oily residue was taken up in 1,500 ml of methylene chloride, and the solution was extracted with 10×200 ml of 15% strength by weight aqueous sodium hydroxide solution. The organic phase was then extracted with twice 300 ml of w... The product is BrCCC(C)OC1=CC=CC=C1 (1-bromo-3-phenoxybutane). Isolated yield 49.3%. The solvent is C1(CCCC1)=O (cyclopentanone). Reactants: C1(=CC=CC=C1)O (phenol), C([O-])([O-])=O.[K+].[K+] (potassium carbonate), BrCCCCBr (1,4-dibromobutane). As a reaction SMILES: [C:1]1([OH:7])[CH:6]=[CH:5][CH:4]=[CH:3][CH:2]=1.C(=O)([O-])[O-].[K+].[K+].[Br:14][CH2:15][CH2:16][CH2:17][CH2:18]Br>C1(=O)CCCC1>[Br:14][CH2:15][CH2:16][CH:17]([O:7][C:1]1[CH:6]=[CH:5][CH:4]=[CH:3][CH:2]=1)[CH3:18] |f:1.2.3|. The reactants are C(C1=CC=CC=C1)OC(N[C@H](CO)C1(CC1)O)=O (benzyl[(1R)-2-hydroxy-1-(1-hydroxycyclopropyl)ethyl]carbamate), S(=S)(=O)([O-])[O-].[Na+].[Na+] (sodium thiosulfate), C(C)(C)OC(C)C (diisopropyl ether), CC1(CCCC(N1[O])(C)C)C (2,2,6,6-tetramethylpiperidine 1-oxyl), Cl[O-].[Na+] (sodium hypochlorite), Cl(=O)[O-].[Na+] (sodium chlorite), [OH-].[Na+] (sodium hydroxide). Solvent: C(C)#N (acetonitrile), P(=O)([O-])([O-])[O-] (phosphate). Run at temperature 35 celsius, time 2 day. The product is C(C1=CC=CC=C1)OC(N[C@H](C(=O)N(C)C)C1(CC1)O)=O (benzyl[(1S)-2-(dimethylamino)-1-(1-hydroxycyclopropyl)-2-oxoethyl]carbamate). Isolated yield 259.1%. RXN SMILES: [CH2:1]([O:8][C:9](=[O:18])[NH:10][C@@H:11]([C:14]1([OH:17])[CH2:16][CH2:15]1)[CH2:12][OH:13])[C:2]1[CH:7]=[CH:6][CH:5]=[CH:4][CH:3]=1.C[C:20]1(C)[N:25]([O])[C:24](C)(C)CCC1.Cl[O-].[Na+].Cl([O-])=O.[Na+].S([O-])([O-])(=O)=S.[Na+].[Na+].[OH-].[Na+].C(OC(C)C)(C)C>C(#N)C.P([O-])([O-])([O-])=O>[CH2:1]([O:8][C:9](=[O:18])[NH:10][C@@H:11]([C:14]1([OH:17])[CH2:15][CH2:16]1)[C:12]([N:25]([CH3:20])[CH3:24])=[O:13])[C:2]1[CH:3]=[CH:4][CH:5]=[CH:6][CH:7]=1 |f:2.3,4.5,6.7.8,9.10,^1:22|. Procedure details: To a mixed solution consisting of benzyl[(1R)-2-hydroxy-1-(1-hydroxycyclopropyl)ethyl]carbamate (900 mg) and 2,2,6,6-tetramethylpiperidine 1-oxyl (39.2 mg) in acetonitrile (5 mL) and phosphate buffer (pH 6.8, 5 mL) were simultaneously added dropwise 0.033M aqueous sodium hypochlorite solution (2.17 mL) and 2M aqueous sodium chlorite solution (3.58 mL) over 30 min. The reaction mixture was stirred at 35° C. for 2 days, and to the reaction mixture was added saturated aqueous sodium thiosulfate sol... The reactants are Cc1ccc2cccc(OCc3c(Cl)ccc(N(C)C(=O)CNC(=O)C=Cc4ccc(C(=O)O)nc4)c3Cl)c2n1, CCN=C=NCCCN(C)C, CN(C)C=O, Cl, Nc1cnccn1, O, On1nnc2ccccc21. Yields the product Cc1ccc2cccc(OCc3c(Cl)ccc(N(C)C(=O)CNC(=O)C=Cc4ccc(C(=O)Nc5cnccn5)nc4)c3Cl)c2n1. RXN SMILES: [C:1](=[O:2])([OH:3])[c:4]1[cH:5][cH:6][c:7]([CH:10]=[CH:11][C:12](=[O:13])[NH:14][CH2:15][C:16](=[O:17])[N:18]([CH3:19])[c:20]2[c:21]([Cl:40])[c:22]([CH2:23][O:24][c:25]3[cH:26][cH:27][cH:28][c:29]4[cH:30][cH:31][c:32]([CH3:35])[n:33][c:34]34)[c:36]([Cl:39])[cH:37][cH:38]2)[cH:8][n:9]1.[CH2:49]([N:50]=[C:51]=[N:52][CH2:53][CH2:54][CH2:55][N:56]([CH3:57])[CH3:58])[CH3:59].[CH3:71][N:72]([CH3:73])[CH:74]=[O:75].[ClH:48].[NH2:41][c:42]1[n:43][cH:44][cH:45][n:46][cH:47]1.[OH2:70].[OH:60][n:61]1[c:62]2[cH:63][cH:64][cH:65][cH:66][c:67]2[n:68][n:69]1>>[C:1](=[O:3])([c:4]1[cH:5][cH:6][c:7]([CH:10]=[CH:11][C:12](=[O:13])[NH:14][CH2:15][C:16](=[O:17])[N:18]([CH3:19])[c:20]2[c:21]([Cl:40])[c:22]([CH2:23][O:24][c:25]3[cH:26][cH:27][cH:28][c:29]4[cH:30][cH:31][c:32]([CH3:35])[n:33][c:34]34)[c:36]([Cl:39])[cH:37][cH:38]2)[cH:8][n:9]1)[NH:41][c:42]1[n:43][cH:44][cH:45][n:46][cH:47]1.